This data is from the Open Reaction Database (ORD), a public repository of structured organic reaction records. The task is: describe an organic reaction: reactants, conditions, products, and yield The reactants are CON(C(=O)[C@@H]1CC=2N(C3=CC=CC=C3C2)CC1)C (6,7,8,9-tetrahydro-N-methoxy-N-methylpyrido[1,2-a]indole-8(S)-carboxamide), solution, C1(CCCC1)[Mg]Cl (cyclopentylmagnesium chloride). The solvent is C(C)OCC (diethyl ether). The product is C1=C2C=C3N(C2=CC=C1)CC[C@@H](C3)C(=O)C3CCCC3 (cyclopentyl 6,7,8,9-tetrahydropyrido[1,2-a]indol-8(S)-yl ketone). RXN SMILES: CON(C)[C:4]([C@H:6]1[CH2:18][CH2:17][N:9]2[C:10]3[C:15]([CH:16]=[C:8]2[CH2:7]1)=[CH:14][CH:13]=[CH:12][CH:11]=3)=[O:5].[CH:20]1([Mg]Cl)[CH2:24][CH2:23][CH2:22][CH2:21]1>C(OCC)C>[CH:14]1[CH:13]=[CH:12][CH:11]=[C:10]2[C:15]=1[CH:16]=[C:8]1[CH2:7][C@@H:6]([C:4]([CH:20]3[CH2:24][CH2:23][CH2:22][CH2:21]3)=[O:5])[CH2:18][CH2:17][N:9]12. Reported procedure: In a manner analogous to that described in Example 11(iii), from 2.0 g (7.75 mmol) of 6,7,8,9-tetrahydro-N-methoxy-N-methylpyrido[1,2-a]indole-8(S)-carboxamide and 15 ml (30 mmol) of a 2M solution of cyclopentylmagnesium chloride in diethyl ether, there were obtained 1.1 g of cyclopentyl 6,7,8,9-tetrahydropyrido[1,2-a]indol-8(S)-yl ketone as a pale yellow solid of melting point 69° C. Starting materials: [BH4-], CCO, CC12CCC(OC3CCCCO3)C(F)(F)C1=CCC1C2CCC2(C)C(=NC3CC3)CCC12, [Na+]. The product is CC12CCC(OC3CCCCO3)C(F)(F)C1=CCC1C2CCC2(C)C(NC3CC3)CCC12. RXN SMILES: [BH4-:33].[CH3:35][CH2:36][OH:37].[CH:1]1([N:4]=[C:5]2[C:6]3([CH3:7])[CH:8]([CH2:9][CH2:10]2)[CH:11]2[CH2:12][CH:13]=[C:14]4[C:15]([F:31])([F:32])[CH:16]([O:24][CH:25]5[O:26][CH2:27][CH2:28][CH2:29][CH2:30]5)[CH2:17][CH2:18][C:19]4([CH3:20])[CH:21]2[CH2:22][CH2:23]3)[CH2:2][CH2:3]1.[Na+:34]>>[CH:1]1([NH:4][CH:5]2[C:6]3([CH3:7])[CH:8]([CH2:9][CH2:10]2)[CH:11]2[CH2:12][CH:13]=[C:14]4[C:15]([F:31])([F:32])[CH:16]([O:24][CH:25]5[O:26][CH2:27][CH2:28][CH2:29][CH2:30]5)[CH2:17][CH2:18][C:19]4([CH3:20])[CH:21]2[CH2:22][CH2:23]3)[CH2:2][CH2:3]1. The reactants are CCO (EtOH), CN1CCC(CC1)=NN(C1=CC=C(C=C1)C)CCC=1C=NC(=CC1)C (N′-(1-methyl-piperidin-4-ylidene)-N-[2-(6-methyl-pyridin-3-yl)-ethyl]-N-p-tolyl-hydrazine). Solvent: Cl (HCl), Cl (HCl), O (H2O), C(=O)([O-])[O-].[Na+].[Na+] (Na2CO3). Run at temperature 100 celsius. Yields the product CN1CC2=C(N(C=3C=CC(=CC23)C)CCC=2C=NC(=CC2)C)CC1 (2,8-Dimethyl-5-[2-(6-methyl-pyridin-3-yl)-ethyl]-2,3,4,5-tetrahydro-1H-pyrido[4,3-b]indole). Isolated yield 63.0%. As a reaction SMILES: [CH3:1][CH2:2]O.CN1CCC(=N[N:12]([CH2:20][CH2:21][C:22]2[CH:23]=[N:24][C:25]([CH3:28])=[CH:26][CH:27]=2)[C:13]2[CH:18]=[CH:17][C:16]([CH3:19])=[CH:15][CH:14]=2)CC1>Cl.O.C([O-])([O-])=O.[Na+].[Na+]>[CH3:20][N:12]1[CH2:2][CH2:1][C:15]2[N:12]([CH2:20][CH2:21][C:22]3[CH:23]=[N:24][C:25]([CH3:28])=[CH:26][CH:27]=3)[C:13]3[CH:14]=[CH:15][C:16]([CH3:19])=[CH:17][C:18]=3[C:14]=2[CH2:13]1 |f:4.5.6|. Reported procedure: Concentrated HCl (6 cm3) was added to EtOH (4 cm3). The crude N′-(1-methyl-piperidin-4-ylidene)-N-[2-(6-methyl-pyridin-3-yl)-ethyl]-N-p-tolyl-hydrazine was dissolved in this ethanolic HCl and heated to 100° C. for 30 minutes. The reaction was then cooled, and diluted with H2O (10 cm3), saturated with Na2CO3, and extracted with CHCl3 (3×50 cm3). The combined extracts were dried (MgSO4) and solvent removed. The residual brown oil was purified by flash column chromatography over SiO2 (10×2 cm) elut... The reactants are [N+](=O)([O-])C=1C=CC2=C(NC(C(O2)CC)=S)C1 (6-nitro-2-ethyl-1,4-benzoxazine-3-thione), C(C)(=O)O (acetic acid). The reagents and catalysts are [Fe] (iron). Solvent: O (water). Yields the product NC=1C=CC2=C(NC(C(O2)CC)=S)C1 (6-Amino-2-ethyl-1,4-benzoxazine-3-thione). RXN SMILES: [N+:1]([C:4]1[CH:5]=[CH:6][C:7]2[O:12][CH:11]([CH2:13][CH3:14])[C:10](=[S:15])[NH:9][C:8]=2[CH:16]=1)([O-])=O.C(O)(=O)C>[Fe].O>[NH2:1][C:4]1[CH:5]=[CH:6][C:7]2[O:12][CH:11]([CH2:13][CH3:14])[C:10](=[S:15])[NH:9][C:8]=2[CH:16]=1. Reported procedure: 1 g of 6-nitro-2-ethyl-1,4-benzoxazine-3-thione is dissolved with 7.6 ml of glacial acetic acid and 1 ml of water, and it is mixed with 950 mg of iron powder. After several hours at room temperature, it is poured onto water. The crystals are suctioned off and washed with water, dissolved again with ethyl acetate and washed neutral with brine, the organic phase is dried with magnesium sulfate and concentrated by evaporation. After column chromatography with hexane/ethyl acetate, a yield of 811 mg... The reactants are FC=1C=C2CCC(C(C2=CC1)C)=O (6-fluoro-1-methyl-2-tetralone), C1(=CC=C(C=C1)S(=O)(=O)O)C (p-toluenesulfonic acid), C(C=C)(=O)N (Acrylamide). The solvent is C(C)(=O)OCC (ethyl acetate), O (water). Reaction conditions: time 15 minute. The product is FC1=CC2=C(C3(CCC(NC3=CC2)=O)C)C=C1 (8-fluoro-10b-methyl-1,2,3,4,6,10b-hexahydro-benzo[f]quinolin-3-one). Yield: 17.4%. RXN SMILES: [F:1][C:2]1[CH:3]=[C:4]2[C:9](=[CH:10][CH:11]=1)[CH:8]([CH3:12])[C:7](=O)[CH2:6][CH2:5]2.C1(C)C=CC(S(O)(=O)=O)=CC=1.[C:25]([NH2:29])(=[O:28])[CH:26]=[CH2:27]>C(OCC)(=O)C.O>[F:1][C:2]1[CH:11]=[CH:10][C:9]2[C:8]3([CH3:12])[C:7](=[CH:6][CH2:5][C:4]=2[CH:3]=1)[NH:29][C:25](=[O:28])[CH2:26][CH2:27]3. Reported procedure: To 6-fluoro-1-methyl-2-tetralone (7.06 g; 39.6 mmol) in a round bottomed flask was added p-toluenesulfonic acid (1.23 g; 6.5 mmol) and the mixture was stirred at room temperature under nitrogen for 15 minutes. Acrylamide (5.62 g; 79.2 mmol) was added and the reaction mixture was heated to 88°-90° C. under nitrogen for three days. The mixture was diluted with ethyl acetate and water and stirred at room temperature for 1 hour. The resulting layers were separated. The organic layer was washed three...